This data is from the Open Reaction Database (ORD), a public repository of structured organic reaction records. The task is: describe an organic reaction: reactants, conditions, products, and yield Starting materials: C1CCOC1, [Li]CCCC, COc1cccc(OC)c1, CI. The product is COc1cccc(OC)c1C. RXN SMILES: [CH2:18]1[O:19][CH2:20][CH2:21][CH2:22]1.[CH3:11][CH2:12][CH2:13][CH2:14][Li:15].[CH3:1][O:2][c:3]1[cH:4][c:5]([O:9][CH3:10])[cH:6][cH:7][cH:8]1.[I:16][CH3:17]>>[CH3:1][O:2][c:3]1[c:4]([CH3:11])[c:5]([O:9][CH3:10])[cH:6][cH:7][cH:8]1. The reactants are ClCCl, C=CCc1ccc(Cl)c(-c2ccccc2C)c1O. Yields the product CC=Cc1ccc(Cl)c(-c2ccccc2C)c1O. RXN SMILES: [CH2:19]([Cl:20])[Cl:21].[CH2:1]([CH:2]=[CH2:3])[c:4]1[c:5]([OH:18])[c:6](-[c:11]2[c:12]([CH3:17])[cH:13][cH:14][cH:15][cH:16]2)[c:7]([Cl:10])[cH:8][cH:9]1>>[CH:1](=[CH:2][CH3:3])[c:4]1[c:5]([OH:18])[c:6](-[c:11]2[c:12]([CH3:17])[cH:13][cH:14][cH:15][cH:16]2)[c:7]([Cl:10])[cH:8][cH:9]1.